Task: describe an organic reaction: reactants, conditions, products, and yield. Dataset: the Open Reaction Database (ORD), a public repository of structured organic reaction records Reactants: C1(=CC=CC2=CC=CC=C12)C(=O)Cl (1-naphthalenecarbonyl chloride), C1(CCCCC1)N1CC(CC1)NC (1-cyclohexyl-3-methylaminopyrrolidine), product. Solvent: C1=CC=CC=C1 (benzene), C1=CC=CC=C1 (benzene). Yields the product Cl.C1(CCCCC1)N1CC(CC1)N(C(=O)C1=CC=CC2=CC=CC=C12)C (N-(1-Cyclohexyl-3-pyrrolidinyl)-N-methyl-1-naphthalenecarboxamide Hydrochloride). RXN SMILES: [CH:1]1([N:7]2[CH2:11][CH2:10][CH:9]([NH:12][CH3:13])[CH2:8]2)[CH2:6][CH2:5][CH2:4][CH2:3][CH2:2]1.[C:14]1([C:24]([Cl:26])=[O:25])[C:23]2[C:18](=[CH:19][CH:20]=[CH:21][CH:22]=2)[CH:17]=[CH:16][CH:15]=1>C1C=CC=CC=1>[ClH:26].[CH:1]1([N:7]2[CH2:11][CH2:10][CH:9]([N:12]([CH3:13])[C:24]([C:14]3[C:23]4[C:18](=[CH:19][CH:20]=[CH:21][CH:22]=4)[CH:17]=[CH:16][CH:15]=3)=[O:25])[CH2:8]2)[CH2:6][CH2:5][CH2:4][CH2:3][CH2:2]1 |f:3.4|. Procedure details: To 18.8 gm. (0.11 mole) of 1-cyclohexyl-3-methylaminopyrrolidine in dry benzene was added dropwise with stirring 19.0 gm. (0.10 mole) of 1-naphthalenecarbonyl chloride in dry benzene. The crystalline product which separated was collected and recrystallized from benzene to give 27.5 gm. (74%) of product which melted at 219°-221° C. Starting materials: COc1ccc(C(=O)Cl)cc1OC, COc1ccc(C2Sc3c(ccc4ccccc34)N(CCN(C)C)C(=O)C2O)cc1, c1ccncc1. Yields the product COc1ccc(C2Sc3c(ccc4ccccc34)N(CCN(C)C)C(=O)C2OC(=O)c2ccc(OC)c(OC)c2)cc1. RXN SMILES: [CH3:31][O:32][c:33]1[cH:34][c:35]([C:36](=[O:37])[Cl:38])[cH:39][cH:40][c:41]1[O:42][CH3:43].[OH:1][CH:2]1[C:3](=[O:30])[N:4]([CH2:25][CH2:26][N:27]([CH3:28])[CH3:29])[c:5]2[c:6]([c:17]3[cH:18][cH:19][cH:20][cH:21][c:22]3[cH:23][cH:24]2)[S:7][CH:8]1[c:9]1[cH:10][cH:11][c:12]([O:15][CH3:16])[cH:13][cH:14]1.[cH:44]1[cH:45][cH:46][n:47][cH:48][cH:49]1>>[O:1]([CH:2]1[C:3](=[O:30])[N:4]([CH2:25][CH2:26][N:27]([CH3:28])[CH3:29])[c:5]2[c:6]([c:17]3[cH:18][cH:19][cH:20][cH:21][c:22]3[cH:23][cH:24]2)[S:7][CH:8]1[c:9]1[cH:10][cH:11][c:12]([O:15][CH3:16])[cH:13][cH:14]1)[C:36]([c:35]1[cH:34][c:33]([O:32][CH3:31])[c:41]([O:42][CH3:43])[cH:40][cH:39]1)=[O:37]. The reactants are NC=1C=CC(=C(C1)CO)[N+](=O)[O-] ((5-Amino-2-nitrophenyl)methanol), C(C(=C)C)(=O)Cl (methacryloyl chloride). Yields the product OCC=1C=C(C=CC1[N+](=O)[O-])NC(C(=C)C)=O (N-(3-Hydroxymethyl-4-nitrophenyl)-2-methylacrylamide). RXN SMILES: [NH2:1][C:2]1[CH:3]=[CH:4][C:5]([N+:10]([O-:12])=[O:11])=[C:6]([CH2:8][OH:9])[CH:7]=1.[C:13](Cl)(=[O:17])[C:14]([CH3:16])=[CH2:15]>>[OH:9][CH2:8][C:6]1[CH:7]=[C:2]([NH:1][C:13](=[O:17])[C:14]([CH3:16])=[CH2:15])[CH:3]=[CH:4][C:5]=1[N+:10]([O-:12])=[O:11]. Procedure: N-(3-Hydroxymethyl-4-nitrophenyl)-2-methylacrylamide was prepared as described in Example 1a starting from (5-Amino-2-nitrophenyl)methanol and methacryloyl chloride. 1H NMR (400 MHz, DMSO-d6): 1.97 (3H, s), 4.85 (2H, d, J=5.2 Hz), 5.56 (1H, t, J=5.2 Hz), 5.61 (1H, s), 5.90 (1H, s), 7.93 (1H, dd, J=9.0 Hz, J=2.1 Hz), 8.11 (1H, d, J=9.0 Hz), 8.20 (1H, d, J=2.1 Hz), 10.32 (1H, s). The reactants are CC(C)NC(=O)c1ccc(C(=O)NN)s1, CC(=O)c1csc(-c2ccc(C(F)(F)F)cc2)c1O. Yields the product CC(=NNC(=O)c1ccc(C(=O)NC(C)C)s1)c1csc(-c2ccc(C(F)(F)F)cc2)c1O. As a reaction SMILES: [CH:20]([CH3:21])([CH3:22])[NH:23][C:24](=[O:25])[c:26]1[s:27][c:28]([C:31](=[O:32])[NH:33][NH2:34])[cH:29][cH:30]1.[F:1][C:2]([c:3]1[cH:4][cH:5][c:6](-[c:9]2[s:10][cH:11][c:12]([C:15](=[O:16])[CH3:17])[c:13]2[OH:14])[cH:7][cH:8]1)([F:18])[F:19]>>[F:1][C:2]([c:3]1[cH:4][cH:5][c:6](-[c:9]2[s:10][cH:11][c:12]([C:15]([CH3:17])=[N:34][NH:33][C:31]([c:28]3[s:27][c:26]([C:24]([NH:23][CH:20]([CH3:21])[CH3:22])=[O:25])[cH:30][cH:29]3)=[O:32])[c:13]2[OH:14])[cH:7][cH:8]1)([F:18])[F:19]. Starting materials: BrC=1C=C(C=CC1)[C@]1(N=C(S[C@@H](C1)CO)NC(OC(C)(C)C)=O)C ((+/−) tert-butyl (4S,6S)-4-(3-bromophenyl)-6-(hydroxymethyl)-4-methyl-5,6-dihydro-4H-1,3-thiazin-2-ylcarbamate), N1=CN=CC(=C1)B(O)O (pyrimidine-5-boronic acid), C([O-])([O-])=O.[Cs+].[Cs+] (cesium carbonate). Reagents/catalysts: Cl[Pd]([P](C1=CC=CC=C1)(C2=CC=CC=C2)C3=CC=CC=C3)([P](C4=CC=CC=C4)(C5=CC=CC=C5)C6=CC=CC=C6)Cl (bis(triphenylphosphine)palladium(II) chloride). The solvent is COCCOC (1,2-dimethoxyethane), C(C)O (ethanol), O (water), CCOC(=O)C (EtOAc), O (H2O). Run at temperature 110 celsius, time 20 minute. Yields the product OC[C@@H]1C[C@](N=C(S1)NC(OC(C)(C)C)=O)(C1=CC(=CC=C1)C=1C=NC=NC1)C ((+/−) Tert-Butyl (4S,6S)-6-(hydroxymethyl)-4-methyl-4-(3-(pyrimidin-5-yl)phenyl)-5,6-dihydro-4H-1,3-thiazin-2-ylcarbamate). Yield: 29.0%. As a reaction SMILES: Br[C:2]1[CH:3]=[C:4]([C@:8]2([CH3:24])[CH2:13][C@@H:12]([CH2:14][OH:15])[S:11][C:10]([NH:16][C:17](=[O:23])[O:18][C:19]([CH3:22])([CH3:21])[CH3:20])=[N:9]2)[CH:5]=[CH:6][CH:7]=1.[N:25]1[CH:30]=[C:29](B(O)O)[CH:28]=[N:27][CH:26]=1.C(=O)([O-])[O-].[Cs+].[Cs+]>COCCOC.C(O)C.CCOC(C)=O.O.Cl[Pd](Cl)([P](C1C=CC=CC=1)(C1C=CC=CC=1)C1C=CC=CC=1)[P](C1C=CC=CC=1)(C1C=CC=CC=1)C1C=CC=CC=1>[OH:15][CH2:14][C@H:12]1[S:11][C:10]([NH:16][C:17](=[O:23])[O:18][C:19]([CH3:22])([CH3:21])[CH3:20])=[N:9][C@:8]([CH3:24])([C:4]2[CH:5]=[CH:6][CH:7]=[C:2]([C:29]3[CH:30]=[N:25][CH:26]=[N:27][CH:28]=3)[CH:3]=2)[CH2:13]1 |f:2.3.4,^1:58,77|. Procedure: To a 110° C. solution of (+/−) tert-butyl (4S,6S)-4-(3-bromophenyl)-6-(hydroxymethyl)-4-methyl-5,6-dihydro-4H-1,3-thiazin-2-ylcarbamate (150 mg, 0.36 mmol) in 1,2-dimethoxyethane (4.5 mL), ethanol (1.5 mL), and water (2.3 mL) is added pyrimidine-5-boronic acid (112 mg, 0.90 mmoles, 2.5 equiv), cesium carbonate (353 mg, 1.08 mmol, 3 equiv), and bis(triphenylphosphine)palladium(II) chloride (25 mg, 0.036 mmol, 0.1 equiv). The reaction is stirred at 110° C. After 20 minutes, the reaction mixture is... The reactants are C(C(C)(C)C)(=O)Cl (pivaloyl chloride), C(CC)=O (propionaldehyde), ClCCl (dichloromethane), ClCCl (dichloromethane), C([O-])([O-])=O.[Na+].[Na+] (sodium carbonate). The reagents and catalysts are [Cl-].[Zn+2].[Cl-] (zinc chloride). Reaction conditions: time 2 hour. Product: CC(C(=O)OC(CC)Cl)(C)C (α-Chloropropyl trimethylacetate). Reaction SMILES: [C:1](Cl)(=[O:6])[C:2]([CH3:5])([CH3:4])[CH3:3].[CH:8](=O)[CH2:9]C.C(=O)([O-])[O-:13].[Na+].[Na+].Cl[CH2:19][Cl:20]>[Cl-].[Zn+2].[Cl-]>[CH3:3][C:2]([CH3:5])([CH3:4])[C:1]([O:6][CH:19]([Cl:20])[CH2:8][CH3:9])=[O:13] |f:2.3.4,6.7.8|. Reported procedure: To a stirred solution of pivaloyl chloride (17.07 ml, 138.5 mmole) and zinc chloride (35 mg) in 50 ml of dry dichloromethane at 0° (ice bath) under nitrogen was added a solution of propionaldehyde (10 ml, 138.6 mmole) in 35 ml of dry dichloromethane portionwise (3 ml every 3 minutes). After the addition was complete, the solution was gradually warmed up to room temperature and stirred for 2 hours. The resulting solution was poured into a 10% sodium carbonate solution and extracted with pentane. ... Reactants: C(C1=CC=CC=C1)C(C(=O)O)(C(C1=NC=C(C=C1)OC1=CC=CC=C1)O)CC1=CC(=CC=C1)OC(C(F)F)(F)F (benzyl 3-hydroxy-3-(5-phenoxypyridin-2-yl)-2-[3-(1,1,2,2-tetrafluoroethoxy)benzyl]propanoic acid), crude compound, [H][H] (hydrogen). The reagents and catalysts are [Pd] (palladium/carbon). The solvent is C(C)O (ethanol). Product: OC(C(C(=O)O)CC1=CC(=CC=C1)OC(C(F)F)(F)F)C1=NC=C(C=C1)OC1=CC=CC=C1 (3-hydroxy-3-(5-phenoxypyridin-2-yl)-2-[3-(1,1,2,2-tetrafluoroethoxy)benzyl]propanoic acid). RXN SMILES: C([C:8]([CH2:27][C:28]1[CH:33]=[CH:32][CH:31]=[C:30]([O:34][C:35]([F:40])([F:39])[CH:36]([F:38])[F:37])[CH:29]=1)([CH:12]([OH:26])[C:13]1[CH:18]=[CH:17][C:16]([O:19][C:20]2[CH:25]=[CH:24][CH:23]=[CH:22][CH:21]=2)=[CH:15][N:14]=1)[C:9]([OH:11])=[O:10])C1C=CC=CC=1.[H][H]>C(O)C.[Pd]>[OH:26][CH:12]([C:13]1[CH:18]=[CH:17][C:16]([O:19][C:20]2[CH:25]=[CH:24][CH:23]=[CH:22][CH:21]=2)=[CH:15][N:14]=1)[CH:8]([CH2:27][C:28]1[CH:33]=[CH:32][CH:31]=[C:30]([O:34][C:35]([F:40])([F:39])[CH:36]([F:38])[F:37])[CH:29]=1)[C:9]([OH:11])=[O:10]. Reported procedure: To a solution of benzyl 3-hydroxy-3-(5-phenoxypyridin-2-yl)-2-[3-(1,1,2,2-tetrafluoroethoxy)benzyl]propanoic acid (5.07 g, 9.09 mmol, crude) in ethanol (500 ml) was added 10% palladium/carbon (containing water by 50%) (500 mg), and the mixture was stirred overnight under a 1 atm hydrogen stream. The reaction solution was filtered with celite, and the filtrate was concentrated to give the objective substance (4.22 g, 100%, crude). The present compound was used for the next reaction as a crude com... Reactants: CC(C)([O-])C.[K+] (potassium tert-butoxide), [Li]CCCC (nBuLi), COO[C@@H]1C=CO[C@@H]([C@H]1OOC)COOC (Tri-O-methoxy-D-glucal), C(CCC)[Sn](CCCC)(CCCC)Cl (tributylstannyl chloride). Run in C1CCOC1 (THF), C1CCOC1 (THF). Reaction conditions: time 15 minute. The product is C(CCC)[Sn](C=1O[C@@H]([C@H]([C@@H](C1)OOC)OOC)COOC)(CCCC)CCCC (1-Tributylstannyl-tri-O-methoxy-D-glucal). The yield is 49.0%. RXN SMILES: CC(C)([O-])C.[K+].[Li]CCCC.[CH3:12][O:13][O:14][C@H:15]1[C@H:20]([O:21][O:22][CH3:23])[C@@H:19]([CH2:24][O:25][O:26][CH3:27])[O:18][CH:17]=[CH:16]1.[CH2:28]([Sn:32](Cl)([CH2:37][CH2:38][CH2:39][CH3:40])[CH2:33][CH2:34][CH2:35][CH3:36])[CH2:29][CH2:30][CH3:31]>C1COCC1>[CH2:37]([Sn:32]([CH2:28][CH2:29][CH2:30][CH3:31])([CH2:33][CH2:34][CH2:35][CH3:36])[C:17]1[O:18][C@H:19]([CH2:24][O:25][O:26][CH3:27])[C@@H:20]([O:21][O:22][CH3:23])[C@H:15]([O:14][O:13][CH3:12])[CH:16]=1)[CH2:38][CH2:39][CH3:40] |f:0.1|. Procedure: To a solution of potassium tert-butoxide (0.42 g, 3.75 mmol) in anhydrous THF (10 mL) was added nBuLi (4.13 mmol) at -78° C. After 15 minutes, tri-O-methoxy-D-glucal (Example 7, 0.194 g, 1.03 mmol) was added in THF (5 mL). After stirring for one hour, tributylstannyl chloride was added and the mixture was allowed to warm to room temperature at which time it was cooled to 0° C. and quenched with ammonium chloride (sat.) and extracted with ethyl acetate three times. The organic layer was washed wi...